The task is: describe an organic reaction: reactants, conditions, products, and yield. This data is from the Open Reaction Database (ORD), a public repository of structured organic reaction records. The product is C(C=C)(=O)OC1C2(CCC(C1)C2(C)C)C.C(C=C)(=O)O.C(C=C)(=O)OC (Bornyl Acrylat Acrylic Acid Methyl Acrylate). Procedure details: 18 g of isobornyl acrylate, 71.1 g of methyl acrylate, 0.9 g of acrylic acid, 90 g of isododecane and 1.2 g of 2,5-bis(2-ethylhexanoylperoxy)-2,5-dimethylhexane were then introduced into the above mixture, still at 90° C. and over 1 hour. Reaction SMILES: [CH3:1][C@@:2]12[CH:10](C(C([O-])=O)=C)[CH2:9][C@H:5]([C:6]1([CH3:8])[CH3:7])[CH2:4][CH2:3]2.[C:16]([O:20][CH3:21])(=[O:19])[CH:17]=[CH2:18].[C:22]([OH:26])(=[O:25])[CH:23]=[CH2:24].CCCCCCCCCC(C)C.C(C(CCCC)C(OOC(C)(CCC(OOC(=O)C(CC)CCCC)(C)C)C)=O)C>>[C:16]([O:20][CH:10]1[CH2:9][CH:5]2[C:6]([CH3:7])([CH3:8])[C:2]1([CH3:1])[CH2:3][CH2:4]2)(=[O:19])[CH:17]=[CH2:18].[C:22]([OH:26])(=[O:25])[CH:23]=[CH2:24].[C:16]([O:20][CH3:21])(=[O:19])[CH:17]=[CH2:18] |f:5.6.7|. The reactants are C[C@]12CC[C@@H](C1(C)C)CC2C(=C)C(=O)[O-] (isobornyl acrylate), C(C=C)(=O)OC (methyl acrylate), C(C=C)(=O)O (acrylic acid), CCCCCCCCCC(C)C (isododecane), C(C)C(C(=O)OOC(C)(CCC(C)(C)OOC(C(CCCC)CC)=O)C)CCCC (2,5-bis(2-ethylhexanoylperoxy)-2,5-dimethylhexane). Reactants: O=C([O-])[O-], CS(C)=O, BrCC1CC1, Cl, N#CC(C#N)CCC(F)(F)F, [K+], [K+]. Yields the product N#CC(C#N)(CCC(F)(F)F)CC1CC1. RXN SMILES: [C:17](=[O:18])([O-:19])[O-:20].[CH3:24][S:25](=[O:26])[CH3:27].[CH:12]1([CH2:15][Br:16])[CH2:13][CH2:14]1.[ClH:23].[F:1][C:2]([CH2:3][CH2:4][CH:5]([C:6]#[N:7])[C:8]#[N:9])([F:10])[F:11].[K+:21].[K+:22]>>[F:1][C:2]([CH2:3][CH2:4][C:5]([C:6]#[N:7])([C:8]#[N:9])[CH2:15][CH:12]1[CH2:13][CH2:14]1)([F:10])[F:11]. Reactants: C1(=CC=CC=C1)O (phenol), C=CCCCCCCCCCC (1-dodecene). Reaction conditions: time 4 hour. Yields the product C(CCCCCCCCCCC)C1=C(C=CC=C1)O (dodecyl phenol). The yield is 59.9%. RXN SMILES: [C:1]1([OH:7])[CH:6]=[CH:5][CH:4]=[CH:3][CH:2]=1.[CH2:8]=[CH:9][CH2:10][CH2:11][CH2:12][CH2:13][CH2:14][CH2:15][CH2:16][CH2:17][CH2:18][CH3:19]>>[CH2:19]([C:2]1[CH:3]=[CH:4][CH:5]=[CH:6][C:1]=1[OH:7])[CH2:18][CH2:17][CH2:16][CH2:15][CH2:14][CH2:13][CH2:12][CH2:11][CH2:10][CH2:9][CH3:8]. Procedure details: First, dodecyl phenol was prepared. Specifically, to a 2-liter four-necked flask, 325 g of phenol and 30 g of dried activated clay (manufactured by MIZUSAWA INDUSTRIAL CHEMICALS, LTD.: product name, Galeonite #136) were added. 575 g of 1-dodecene was dropped in this mixture with agitation at 135 degrees C. for 4 hours. The activated clay was filtered, and then 537 g of dodecyl phenol was obtained by vacuum distillation.